Dataset: the Open Reaction Database (ORD), a public repository of structured organic reaction records. Task: describe an organic reaction: reactants, conditions, products, and yield As a reaction SMILES: [CH2:1]([CH3:2])[O:3][C:4](=[O:5])[N:6]1[CH2:7][c:8]2[c:9]([o:12][c:13]3[c:14]2[c:15]([CH:21]=[O:22])[cH:16][cH:17][c:18]3[O:19][CH3:20])[CH2:10][CH2:11]1.[CH3:32][C:33](=[O:34])[CH3:35].[Cl+:28]([O-:29])[O-:30].[NH2:23][S:24]([OH:25])(=[O:26])=[O:27].[Na+:31].[OH2:36]>>[CH2:1]([CH3:2])[O:3][C:4](=[O:5])[N:6]1[CH2:7][c:8]2[c:9]([o:12][c:13]3[c:14]2[c:15]([C:21](=[O:22])[OH:25])[cH:16][cH:17][c:18]3[O:19][CH3:20])[CH2:10][CH2:11]1. Yields the product CCOC(=O)N1CCc2oc3c(OC)ccc(C(=O)O)c3c2C1. Reactants: CCOC(=O)N1CCc2oc3c(OC)ccc(C=O)c3c2C1, CC(C)=O, [O-][Cl+][O-], NS(=O)(=O)O, [Na+], O. Reactants: OCCc1sc2ccccc2c1Br, BrCc1ccccc1, [H-], [Na+], CN(C)C=O. The product is Brc1c(CCOCc2ccccc2)sc2ccccc12. RXN SMILES: [Br:1][c:2]1[c:3]2[c:4]([s:5][c:6]1[CH2:7][CH2:8][OH:9])[cH:10][cH:11][cH:12][cH:13]2.[CH2:16]([c:17]1[cH:18][cH:19][cH:20][cH:21][cH:22]1)[Br:23].[H-:15].[Na+:14].[O:24]=[CH:25][N:26]([CH3:27])[CH3:28]>>[Br:1][c:2]1[c:3]2[c:4]([s:5][c:6]1[CH2:7][CH2:8][O:9][CH2:16][c:17]1[cH:18][cH:19][cH:20][cH:21][cH:22]1)[cH:10][cH:11][cH:12][cH:13]2. Reactants: COC1=C(C=C(C=C1)CCCC(=O)O)C (4-(4-methoxy-3-methylphenyl)butyric acid), COC1=C(C=C(C=C1)CCCC(=O)O)C (4-(4-methoxy-3-methylphenyl)butyric acid). Run in CS(=O)(=O)O (methanesulfonic acid). Product: COC1=C(C=C2CCCC(C2=C1)=O)C (7-Methoxy-6-methyl-3,4-dihydro-2H-naphthalen-1-one). Yield: 87.5%. RXN SMILES: [CH3:1][O:2][C:3]1[CH:8]=[CH:7][C:6]([CH2:9][CH2:10][CH2:11][C:12]([OH:14])=O)=[CH:5][C:4]=1[CH3:15]>CS(O)(=O)=O>[CH3:1][O:2][C:3]1[CH:8]=[C:7]2[C:6]([CH2:9][CH2:10][CH2:11][C:12]2=[O:14])=[CH:5][C:4]=1[CH3:15]. Procedure details: A solution of 4-(4-methoxy-3-methylphenyl)butyric acid (Compound 27, 24.0 g, 115.4 mmol) and 400 mL of methanesulfonic acid was stirred at room temperature under the argon atmosphere for 24 h, then poured into ice, extracted three times with ethyl acetate, washed with NaHCO3 1N, brine, dried over MgSO4, and filtered. The solvent was removed to give 19.2 g (88%) of the title compound as a dark brown solid.